describe an organic reaction: reactants, conditions, products, and yield From a dataset of the Open Reaction Database (ORD), a public repository of structured organic reaction records. Reactants: C(C)OC(=O)C=1N=NN(N1)C(C1=CC=CC=C1)(C1=CC=CC=C1)C1=CC=CC=C1 (2-Trityl-2H-tetrazol-5-carboxylic Acid Ethyl Ester), B1C2CCCC1CCC2 (9-BBN), C([O-])([O-])=O.[K+].[K+] (potassium carbonate), C(C)(=O)C1=C(C=CC=C1)I (2-acetyliodobenzene). Reagents/catalysts: C1=CC=C(C=C1)P([C-]2C=CC=C2)C3=CC=CC=C3.C1=CC=C(C=C1)P([C-]2C=CC=C2)C3=CC=CC=C3.Cl[Pd]Cl.[Fe+2] (PdCl2(dppf)). Solvent: C1CCOC1 (THF). Run at time 4 hour. Product: C(C)OC(=O)C1=NN(C=N1)C(C1=CC=CC=C1)(C1=CC=CC=C1)C1=CC=CC=C1 (1-Trityl-1H-1,2,4-triazol-3-carboxylic Acid Ethyl Ester). As a reaction SMILES: [CH2:1]([O:3][C:4]([C:6]1[N:7]=N[N:9]([C:11]([C:24]2[CH:29]=[CH:28][CH:27]=[CH:26][CH:25]=2)([C:18]2[CH:23]=[CH:22][CH:21]=[CH:20][CH:19]=2)[C:12]2[CH:17]=[CH:16][CH:15]=[CH:14][CH:13]=2)[N:10]=1)=[O:5])[CH3:2].B1C2CCC[CH:31]1CCC2.C(=O)([O-])[O-].[K+].[K+].C(C1C=CC=CC=1I)(=O)C>C1C=CC(P(C2C=CC=CC=2)[C-]2C=CC=C2)=CC=1.C1C=CC(P(C2C=CC=CC=2)[C-]2C=CC=C2)=CC=1.Cl[Pd]Cl.[Fe+2].C1COCC1>[CH2:1]([O:3][C:4]([C:6]1[N:7]=[CH:31][N:9]([C:11]([C:24]2[CH:29]=[CH:28][CH:27]=[CH:26][CH:25]=2)([C:18]2[CH:23]=[CH:22][CH:21]=[CH:20][CH:19]=2)[C:12]2[CH:17]=[CH:16][CH:15]=[CH:14][CH:13]=2)[N:10]=1)=[O:5])[CH3:2] |f:2.3.4,6.7.8.9|. Reported procedure: To Resin A (30 mg) was added THF (0.4 ml). To the mixture was added 9-BBN (0.5M in THF, 0.4 ml). The mixture was stirred at room temperature for 4 hours. To the mixture was added an aqueous solution of potassium carbonate (2M, 0.1 ml), 2-acetyliodobenzene (41 mg, 0.2 mmol) and PdCl2(dppf) (3 mg). The mixture was stirred at 50° C. for 20 hours. The obtained resin was washed with DMF, water, methanol and methylene chloride to give Resin B. Reactants: C(C)(=O)C=1C=CC(=C(C1)CNC(C)=O)Cl (N-[(5-acetyl-2-chlorophenyl)methyl]acetamide), COC(N(C)C)OC (N,N-dimethylformamide dimethyl acetal). Run in C1(=CC=CC=C1)C (toluene). Reaction conditions: temperature 105 celsius. Yields the product ClC1=C(C=C(C=C1)C(C=CN(C)C)=O)CNC(C)=O (N-[[2-chloro-5-[3-(dimethylamino)-1-oxo-2-propen-1-yl]-phenyl]methyl]acetamide). Reaction SMILES: [C:1]([C:4]1[CH:5]=[CH:6][C:7]([Cl:15])=[C:8]([CH2:10][NH:11][C:12](=[O:14])[CH3:13])[CH:9]=1)(=[O:3])[CH3:2].CO[CH:18](OC)[N:19]([CH3:21])[CH3:20]>C1(C)C=CC=CC=1>[Cl:15][C:7]1[CH:6]=[CH:5][C:4]([C:1](=[O:3])[CH:2]=[CH:18][N:19]([CH3:21])[CH3:20])=[CH:9][C:8]=1[CH2:10][NH:11][C:12](=[O:14])[CH3:13]. Reported procedure: A mixture of N-[(5-acetyl-2-chlorophenyl)methyl]acetamide (13.0 g, 57.8 mmol; prepared according to a procedure described in EP 1586552-A1) and N,N-dimethylformamide dimethyl acetal (13.8 g, 115.8 mmol) in toluene (130 mL) was heated at 105° C. overnight. The reaction mixture was then concentrated, and the resulting solid was washed with diethyl ether and n-pentane to yield the title product as a solid (10.0 g). Starting materials: CN(C)C=O, [H-], [Na+], Cc1ccc(S(=O)(=O)OC2CCC3(CC2)OCCO3)cc1, Oc1ccccc1. The product is c1ccc(OC2CCC3(CC2)OCCO3)cc1. Reaction SMILES: [CH3:31][N:32]([CH3:33])[CH:34]=[O:35].[H-:1].[Na+:2].[O:10]1[CH2:11][CH2:12][O:13][C:14]12[CH2:15][CH2:16][CH:17]([O:20][S:21]([c:22]1[cH:23][cH:24][c:25]([CH3:26])[cH:27][cH:28]1)(=[O:29])=[O:30])[CH2:18][CH2:19]2.[OH:3][c:4]1[cH:5][cH:6][cH:7][cH:8][cH:9]1>>[O:3]([c:4]1[cH:5][cH:6][cH:7][cH:8][cH:9]1)[CH:17]1[CH2:16][CH2:15][C:14]2([O:10][CH2:11][CH2:12][O:13]2)[CH2:19][CH2:18]1. Starting materials: Cc1ccc(S(=O)(=O)n2c3ccccc3c3nc(C)ncc32)cc1, CCO, [Na+], [Na], O=P([O-])(O)O. Yields the product Cc1ncc2[nH]c3ccccc3c2n1. RXN SMILES: [CH3:1][c:2]1[n:3][cH:4][c:5]2[n:6]([S:15]([c:16]3[cH:17][cH:18][c:19]([CH3:20])[cH:21][cH:22]3)(=[O:23])=[O:24])[c:7]3[cH:8][cH:9][cH:10][cH:11][c:12]3[c:13]2[n:14]1.[CH3:32][CH2:33][OH:34].[Na+:31].[Na:25].[P:26]([O-:27])([OH:28])([OH:29])=[O:30]>>[CH3:1][c:2]1[n:3][cH:4][c:5]2[nH:6][c:7]3[cH:8][cH:9][cH:10][cH:11][c:12]3[c:13]2[n:14]1. Reactants: O=C(O)C(F)(F)F, CCOP(=O)(C=CC1(N=[N+]=[N-])OC(n2cnc3c(NC(=O)c4ccccc4)ncnc32)C2OC(C)(C)OC21)OCC, O. Yields the product CCOP(=O)(C=CC1(N=[N+]=[N-])OC(n2cnc3c(NC(=O)c4ccccc4)ncnc32)C(O)C1O)OCC. As a reaction SMILES: [F:42][C:43]([F:44])([F:45])[C:46]([OH:47])=[O:48].[N:1](=[N+:2]=[N-:3])[C:4]1([CH:32]=[CH:33][P:34]([O:35][CH2:36][CH3:37])([O:38][CH2:39][CH3:40])=[O:41])[O:5][CH:6]([n:14]2[c:15]3[n:16][cH:17][n:18][c:19]([NH:23][C:24]([c:25]4[cH:26][cH:27][cH:28][cH:29][cH:30]4)=[O:31])[c:20]3[n:21][cH:22]2)[CH:7]2[O:8][C:9]([CH3:12])([CH3:13])[O:10][CH:11]12.[OH2:49]>>[N:1](=[N+:2]=[N-:3])[C:4]1([CH:32]=[CH:33][P:34]([O:35][CH2:36][CH3:37])([O:38][CH2:39][CH3:40])=[O:41])[O:5][CH:6]([n:14]2[c:15]3[n:16][cH:17][n:18][c:19]([NH:23][C:24]([c:25]4[cH:26][cH:27][cH:28][cH:29][cH:30]4)=[O:31])[c:20]3[n:21][cH:22]2)[CH:7]([OH:8])[CH:11]1[OH:10].